This data is from the Open Reaction Database (ORD), a public repository of structured organic reaction records. The task is: describe an organic reaction: reactants, conditions, products, and yield Starting materials: CC1=C(N=C(O1)C1=CC=CC=C1)COC1=CC=C(C=C1)/C(=C/C=O)/C ((E)-3-[4-(5-methyl-2-phenyl-4-oxazolylmethoxy)phenyl]-2-buten-1-al), C(#N)CP(OCC)(OCC)=O (diethyl cyanomethylphosphonate). The product is CC1=C(N=C(O1)C1=CC=CC=C1)COC1=CC=C(C=C1)/C(=C/C=C/C#N)/C ((E,E)-5-[4-(5-methyl-2-phenyl-4-oxazolylmethoxy)phenyl]-2,4-hexadienenitrile). RXN SMILES: [CH3:1][C:2]1[O:6][C:5]([C:7]2[CH:12]=[CH:11][CH:10]=[CH:9][CH:8]=2)=[N:4][C:3]=1[CH2:13][O:14][C:15]1[CH:20]=[CH:19][C:18](/[C:21](/[CH3:25])=[CH:22]/[CH:23]=O)=[CH:17][CH:16]=1.[C:26]([CH2:28]P(=O)(OCC)OCC)#[N:27]>>[CH3:1][C:2]1[O:6][C:5]([C:7]2[CH:12]=[CH:11][CH:10]=[CH:9][CH:8]=2)=[N:4][C:3]=1[CH2:13][O:14][C:15]1[CH:16]=[CH:17][C:18](/[C:21](/[CH3:25])=[CH:22]/[CH:23]=[CH:28]/[C:26]#[N:27])=[CH:19][CH:20]=1. Procedure: According to the method described for Reference Example 35, (E)-3-[4-(5-methyl-2-phenyl-4-oxazolylmethoxy)phenyl]-2-buten-1-al was allowed to react with diethyl cyanomethylphosphonate gave (E,E)-5-[4-(5-methyl-2-phenyl-4-oxazolylmethoxy)phenyl]-2,4-hexadienenitrile. Recrystallization from ethyl acetate--hexane gave colorless prisms, m.p.134°-136° C. Starting materials: COc1cc2c(c(-c3c(C)cccc3C)c1)OC(COS(=O)(=O)c1ccc(C)cc1)C2, CN, Cl. Product: CNCC1Cc2cc(OC)cc(-c3c(C)cccc3C)c2O1. Reaction SMILES: [CH3:2][c:3]1[c:4](-[c:10]2[cH:11][c:12]([O:31][CH3:32])[cH:13][c:14]3[c:18]2[O:17][CH:16]([CH2:19][O:20][S:21]([c:22]2[cH:23][cH:24][c:25]([CH3:26])[cH:27][cH:28]2)(=[O:29])=[O:30])[CH2:15]3)[c:5]([CH3:9])[cH:6][cH:7][cH:8]1.[CH3:33][NH2:34].[ClH:1]>>[CH3:2][c:3]1[c:4](-[c:10]2[cH:11][c:12]([O:31][CH3:32])[cH:13][c:14]3[c:18]2[O:17][CH:16]([CH2:19][NH:34][CH3:33])[CH2:15]3)[c:5]([CH3:9])[cH:6][cH:7][cH:8]1.